This data is from the Open Reaction Database (ORD), a public repository of structured organic reaction records. The task is: describe an organic reaction: reactants, conditions, products, and yield Reaction SMILES: Cl[CH2:2][O:3][C:4]([NH:6][C@@H:7]([CH3:18])[C:8]([O:10][CH2:11][C:12]1[CH:17]=[CH:16][CH:15]=[CH:14][CH:13]=1)=[O:9])=[O:5].N[C@@H](C)C(OCC1C=CC=CC=1)=O.ClC(OCCl)=O.[Cl:38][C:39]1[C:40]([F:79])=[C:41]([C@@H:45]2[C@:49]([C:52]3[CH:57]=[CH:56][C:55]([Cl:58])=[CH:54][C:53]=3[F:59])([C:50]#[N:51])[C@H:48]([CH2:60][C:61]([CH3:64])([CH3:63])[CH3:62])[NH:47][C@H:46]2[C:65]([NH:67][C:68]2[CH:76]=[CH:75][C:71]([C:72]([OH:74])=[O:73])=[CH:70][C:69]=2[O:77][CH3:78])=[O:66])[CH:42]=[CH:43][CH:44]=1.C(=O)([O-])[O-].[Cs+].[Cs+]>C(Cl)Cl.CN(C)C=O.N1C=CC=CC=1>[Cl:38][C:39]1[C:40]([F:79])=[C:41]([C@@H:45]2[C@:49]([C:52]3[CH:57]=[CH:56][C:55]([Cl:58])=[CH:54][C:53]=3[F:59])([C:50]#[N:51])[C@H:48]([CH2:60][C:61]([CH3:63])([CH3:64])[CH3:62])[NH:47][C@H:46]2[C:65]([NH:67][C:68]2[CH:76]=[CH:75][C:71]([C:72]([O:74][CH2:2][O:3][C:4](=[O:5])[NH:6][C@@H:7]([CH3:18])[C:8]([O:10][CH2:11][C:12]3[CH:17]=[CH:16][CH:15]=[CH:14][CH:13]=3)=[O:9])=[O:73])=[CH:70][C:69]=2[O:77][CH3:78])=[O:66])[CH:42]=[CH:43][CH:44]=1 |f:4.5.6|. Solvent: C(Cl)Cl (methylene chloride), N1=CC=CC=C1 (pyridine), CN(C=O)C (dimethylformamide). Product: ClC=1C(=C(C=CC1)[C@H]1[C@@H](N[C@H]([C@]1(C#N)C1=C(C=C(C=C1)Cl)F)CC(C)(C)C)C(=O)NC1=C(C=C(C(=O)OCOC(N[C@H](C(=O)OCC2=CC=CC=C2)C)=O)C=C1)OC)F (((S)-1-(benzyloxy)-1-oxopropan-2-ylcarbamoyloxy)methyl 4-((2R,3S,4R,5S)-3-(3-chloro-2-fluorophenyl)-4-(4-chloro-2-fluorophenyl)-4-cyano-5-neopentylpyrrolidine-2-carboxamido)-3-methoxybenzoate). The reactants are ClCOC(=O)N[C@H](C(=O)OCC1=CC=CC=C1)C ((S)-benzyl 2-((chloromethoxy)-carbonylamino)propanoate), N[C@H](C(=O)OCC1=CC=CC=C1)C ((S)-benzyl 2-aminopropanoate), ClC(=O)OCCl (1-chloromethyl chloroformate), ClC=1C(=C(C=CC1)[C@H]1[C@@H](N[C@H]([C@]1(C#N)C1=C(C=C(C=C1)Cl)F)CC(C)(C)C)C(=O)NC1=C(C=C(C(=O)O)C=C1)OC)F (4-((2R,3S,4R,5S)-3-(3-chloro-2-fluorophenyl)-4-(4-chloro-2-fluorophenyl)-4-cyano-5-neopentylpyrrolidine-2-carboxamido)-3-methoxybenzoic acid), C([O-])([O-])=O.[Cs+].[Cs+] (cesium carbonate). Procedure: In a manner similar to the method described in Example 23, (S)-benzyl 2-((chloromethoxy)-carbonylamino)propanoate was prepared from (S)-benzyl 2-aminopropanoate (Chem-Impex) and 1-chloromethyl chloroformate (Aldrich) in the presence of pyridine in methylene chloride. It was then reacted with chiral 4-((2R,3S,4R,5S)-3-(3-chloro-2-fluorophenyl)-4-(4-chloro-2-fluorophenyl)-4-cyano-5-neopentylpyrrolidine-2-carboxamido)-3-methoxybenzoic acid and cesium carbonate in dimethylformamide to give chiral ((... Starting materials: [Si](C)(C)(C(C)(C)C)O[C@@H]1C=2C(=C(C(=NC2CC(C1)(C)C)C(C)C)C=O)I ((S)-5-(tert-butyldimethylsilyloxy)-4-iodo-2-isopropyl-7,7-dimethyl-5,6,7,8-tetrahydroquinoline-3-carbaldehyde), IC1=CC=C(C=C1)C1(COC1)C (3-(4-iodophenyl)-3-methyloxetane). Yields the product [Si](C)(C)(C(C)(C)C)O[C@@H]1C=2C(=C(C(=NC2CC(C1)(C)C)C(C)C)C(O)C1=CC=C(C=C1)C1(COC1)C)I (((S)-5-(tert-butyldimethylsilyloxy)-4-iodo-2-isopropyl-7,7-dimethyl-5,6,7,8-tetrahydroquinolin-3-yl)(4-(3-methyloxetan-3-yl)phenyl)methanol). RXN SMILES: [Si:1]([O:8][C@H:9]1[CH2:18][C:17]([CH3:20])([CH3:19])[CH2:16][C:15]2[N:14]=[C:13]([CH:21]([CH3:23])[CH3:22])[C:12]([CH:24]=[O:25])=[C:11]([I:26])[C:10]1=2)([C:4]([CH3:7])([CH3:6])[CH3:5])([CH3:3])[CH3:2].I[C:28]1[CH:33]=[CH:32][C:31]([C:34]2([CH3:38])[CH2:37][O:36][CH2:35]2)=[CH:30][CH:29]=1>>[Si:1]([O:8][C@H:9]1[CH2:18][C:17]([CH3:19])([CH3:20])[CH2:16][C:15]2[N:14]=[C:13]([CH:21]([CH3:22])[CH3:23])[C:12]([CH:24]([C:28]3[CH:29]=[CH:30][C:31]([C:34]4([CH3:38])[CH2:35][O:36][CH2:37]4)=[CH:32][CH:33]=3)[OH:25])=[C:11]([I:26])[C:10]1=2)([C:4]([CH3:5])([CH3:6])[CH3:7])([CH3:3])[CH3:2]. Procedure details: Obtained by starting from (S)-5-(tert-butyldimethylsilyloxy)-4-iodo-2-isopropyl-7,7-dimethyl-5,6,7,8-tetrahydroquinoline-3-carbaldehyde and 3-(4-iodophenyl)-3-methyloxetane. Reaction SMILES: [C:1]([CH3:2])([CH3:3])([CH3:4])[O:5][C:6](=[O:7])[n:8]1[n:9][c:10]([NH2:20])[c:11]2[cH:12][c:13]([N+:17](=[O:18])[O-:19])[cH:14][cH:15][c:16]12.[CH3:37][CH2:38][O:39][C:40]([CH3:41])=[O:42].[Cl:21][c:22]1[cH:23][c:24]([C:25](=[O:26])[Cl:27])[cH:28][cH:29][cH:30]1.[cH:31]1[cH:32][cH:33][n:34][cH:35][cH:36]1>>[C:1]([CH3:2])([CH3:3])([CH3:4])[O:5][C:6](=[O:7])[n:8]1[n:9][c:10]([NH:20][C:25]([c:24]2[cH:23][c:22]([Cl:21])[cH:30][cH:29][cH:28]2)=[O:26])[c:11]2[cH:12][c:13]([N+:17](=[O:18])[O-:19])[cH:14][cH:15][c:16]12. Starting materials: CC(C)(C)OC(=O)n1nc(N)c2cc([N+](=O)[O-])ccc21, CCOC(C)=O, O=C(Cl)c1cccc(Cl)c1, c1ccncc1. The product is CC(C)(C)OC(=O)n1nc(NC(=O)c2cccc(Cl)c2)c2cc([N+](=O)[O-])ccc21. Starting materials: [K+], [NH4+], O=[N+]([O-])[O-], [OH-], O, O=S(=O)(O)O, CC(=O)Nc1ccc(C(C(C)C)n2ccnc2)cc1. Product: CC(=O)Nc1ccc(C(C(C)C)n2ccnc2)cc1[N+](=O)[O-]. RXN SMILES: [K+:25].[NH4+:30].[O-:26][N+:27]([O-:28])=[O:29].[OH-:31].[OH2:32].[S:20](=[O:21])(=[O:22])([OH:23])[OH:24].[n:1]1([CH:6]([CH:7]([CH3:8])[CH3:9])[c:10]2[cH:11][cH:12][c:13]([NH:16][C:17]([CH3:18])=[O:19])[cH:14][cH:15]2)[cH:2][n:3][cH:4][cH:5]1>>[n:1]1([CH:6]([CH:7]([CH3:8])[CH3:9])[c:10]2[cH:11][cH:12][c:13]([NH:16][C:17]([CH3:18])=[O:19])[c:14]([N+:27](=[O:26])[O-:28])[cH:15]2)[cH:2][n:3][cH:4][cH:5]1. Starting materials: Cc1cc(-c2cccc(C(=O)CC(=O)Nc3cc(Cl)ccc3NC(=O)OC(C)(C)C)c2)cc(C)n1, ClCCl, O=C(O)C(F)(F)F. The product is Cc1cc(-c2cccc(C3=Nc4ccc(Cl)cc4NC(=O)C3)c2)cc(C)n1. Reaction SMILES: [C:1]([O:2][C:3](=[O:4])[NH:7][c:8]1[c:9]([NH:15][C:16]([CH2:17][C:18](=[O:5])[c:20]2[cH:21][c:22](-[c:26]3[cH:27][c:28]([CH3:33])[n:29][c:30]([CH3:32])[cH:31]3)[cH:23][cH:24][cH:25]2)=[O:34])[cH:10][c:11]([Cl:14])[cH:12][cH:13]1)([CH3:6])([CH3:19])[CH3:35].[Cl:43][CH2:44][Cl:45].[F:36][C:37]([F:38])([F:39])[C:40]([OH:41])=[O:42]>>[N:7]1=[C:18]([c:20]2[cH:21][c:22](-[c:26]3[cH:27][c:28]([CH3:33])[n:29][c:30]([CH3:32])[cH:31]3)[cH:23][cH:24][cH:25]2)[CH2:17][C:16](=[O:34])[NH:15][c:9]2[c:8]1[cH:13][cH:12][c:11]([Cl:14])[cH:10]2.